From a dataset of the Open Reaction Database (ORD), a public repository of structured organic reaction records. describe an organic reaction: reactants, conditions, products, and yield Reactants: CCOC(=O)c1cnc2c(OC)cccc2c1Cl, Nc1ccccc1, C1CCOC1. The product is CCOC(=O)c1cnc2c(OC)cccc2c1Nc1ccccc1. RXN SMILES: [Cl:1][c:2]1[c:3]([C:14](=[O:15])[O:16][CH2:17][CH3:18])[cH:4][n:5][c:6]2[c:7]([O:12][CH3:13])[cH:8][cH:9][cH:10][c:11]12.[NH2:19][c:20]1[cH:21][cH:22][cH:23][cH:24][cH:25]1.[O:26]1[CH2:27][CH2:28][CH2:29][CH2:30]1>>[c:2]1([NH:19][c:20]2[cH:21][cH:22][cH:23][cH:24][cH:25]2)[c:3]([C:14](=[O:15])[O:16][CH2:17][CH3:18])[cH:4][n:5][c:6]2[c:7]([O:12][CH3:13])[cH:8][cH:9][cH:10][c:11]12. Starting materials: C(C)OC(/C(/CCCCl)=C/C1=CC(=C(C=C1)N1C=NC(=C1)C)OC)=O ((E)-5-chloro-2-[3-methoxy-4-(4-methyl-1H-imidazol-1-yl)benzylidene]valeric acid ethyl ester), COC1=CC=C2CCCC(C2=C1)N (7-methoxy-1,2,3,4-tetrahydronaphthalen-1-ylamine), C([O-])([O-])=O.[K+].[K+] (potassium carbonate), [I-].[Na+] (sodium iodide). Run in O (water), C(C)(=O)OCC (ethyl acetate), C(C)#N (acetonitrile), O (water). Conditions: time 2 day. Yields the product C(C)OC(/C(/CCCNC1CCCC2=CC=C(C=C12)OC)=C/C1=CC(=C(C=C1)N1C=NC(=C1)C)OC)=O ((E)-2-[3-methoxy-4-(4-methyl-1H-imidazol-1-yl)benzylidene]-5-(7-methoxy-1,2,3,4-tetrahydronaphthalen-1-ylamino)valeric acid ethyl ester). The yield is 34.6%. RXN SMILES: [CH2:1]([O:3][C:4](=[O:25])/[C:5](=[CH:10]/[C:11]1[CH:16]=[CH:15][C:14]([N:17]2[CH:21]=[C:20]([CH3:22])[N:19]=[CH:18]2)=[C:13]([O:23][CH3:24])[CH:12]=1)/[CH2:6][CH2:7][CH2:8]Cl)[CH3:2].[CH3:26][O:27][C:28]1[CH:37]=[C:36]2[C:31]([CH2:32][CH2:33][CH2:34][CH:35]2[NH2:38])=[CH:30][CH:29]=1.C(=O)([O-])[O-].[K+].[K+].[I-].[Na+]>C(#N)C.O.C(OCC)(=O)C>[CH2:1]([O:3][C:4](=[O:25])/[C:5](=[CH:10]/[C:11]1[CH:16]=[CH:15][C:14]([N:17]2[CH:21]=[C:20]([CH3:22])[N:19]=[CH:18]2)=[C:13]([O:23][CH3:24])[CH:12]=1)/[CH2:6][CH2:7][CH2:8][NH:38][CH:35]1[C:36]2[C:31](=[CH:30][CH:29]=[C:28]([O:27][CH3:26])[CH:37]=2)[CH2:32][CH2:33][CH2:34]1)[CH3:2] |f:2.3.4,5.6|. Procedure: To a solution of (E)-5-chloro-2-[3-methoxy-4-(4-methyl-1H-imidazol-1-yl)benzylidene]valeric acid ethyl ester (50 mg) obtained in Example 417 in acetonitrile (3 mL) and water (0.3 mL), 7-methoxy-1,2,3,4-tetrahydronaphthalen-1-ylamine (CAS#50399-51-4) (25 mg), potassium carbonate (57 mg) and sodium iodide (21 mg) were added at room temperature, and heat-refluxing of the reaction solution was carried out for two days. The reaction solution was allowed to be cooled to room temperature, water and eth... Starting materials: IC1=C(C=C(C=C1)/C=C(/C(=O)OCC)\C)OCCC (ethyl (E)-3-(4-iodo-3-propoxyphenyl)-2-methylacrylate), CNC=1C=C(C=CC1)B(O)O (3-methylaminophenylboronic acid), O (water). The reagents and catalysts are C(C)(=O)[O-].[Pd+2].C(C)(=O)[O-] (palladium acetate). Solvent: 4/1v/v, CN(C=O)C (dimethylformamide), P(=O)([O-])([O-])[O-].[K+].[K+].[K+] (potassium phosphate). Reaction conditions: temperature 90 celsius, time 3 hour. Yields the product C/C(/C(=O)OCC)=C\C1=CC=C(C=C1)C1=CC(=CC=C1)NC (ethyl (E)-2-methyl-3-(3′-methylaminobiphenyl-4-yl)acrylate). Isolated yield 78.7%. RXN SMILES: I[C:2]1[CH:7]=[CH:6][C:5](/[CH:8]=[C:9](\[CH3:15])/[C:10]([O:12][CH2:13][CH3:14])=[O:11])=[CH:4][C:3]=1OCCC.[CH3:20][NH:21][C:22]1[CH:23]=[C:24](B(O)O)[CH:25]=[CH:26][CH:27]=1.O>CN(C)C=O.P([O-])([O-])([O-])=O.[K+].[K+].[K+].C([O-])(=O)C.[Pd+2].C([O-])(=O)C>[CH3:15]/[C:9](=[CH:8]\[C:5]1[CH:4]=[CH:3][C:2]([C:26]2[CH:25]=[CH:24][CH:23]=[C:22]([NH:21][CH3:20])[CH:27]=2)=[CH:7][CH:6]=1)/[C:10]([O:12][CH2:13][CH3:14])=[O:11] |f:4.5.6.7,8.9.10|. Procedure: 1.6 g (4.3 mmol) of ethyl (E)-3-(4-iodo-3-propoxyphenyl)-2-methylacrylate are dissolved in 10 mL of a 4/1v/v mixture of dimethylformamide and of aqueous 2 M potassium phosphate solution. 0.9 g (5.7 mmol) of 3-methylaminophenylboronic acid prepared as described in Example 31e, 58 mg (0.2 mmol) of palladium acetate and 152 mg (0.4 mmol) of dicyclohexylbiphenylphosphine are added. The mixture is stirred for 3 hours at 90° C. After cooling and adding water, the medium is extracted with ethyl acetate... Reactants: C(C)(C)(C)OC(N(C)[C@@](CNC)(CC=C)C1=CC(=C(C=C1)Cl)Cl)=O (tert-butyl[2-(S)-(3,4-dichlorophenyl)-1-methylamino(4-penten-2-yl)]methylcarbamate), FC(CC(=O)O)(F)F (3,3,3-trifluoropropionic acid), resultant mixture, O.ON1N=NC2=C1C=CC=C2 (1-Hydroxybenzotriazole monohydrate), 3-(dimethylaminopropyl)-3-ethylcarbodiimide hydrochloride, O (water). The solvent is O1CCCC1 (tetrahydrofuran), O1CCCC1 (tetrahydrofuran). Conditions: time 2 hour. Product: C(C)(C)(C)OC(N(C)[C@@](CN(C(CC(F)(F)F)=O)C)(CC=C)C1=CC(=C(C=C1)Cl)Cl)=O (tert-butyl[1-(3,3,3-trifluoro-N-methylpropanamido)-2-(S)-(3,4-dichlorophenyl)(4-penten-2-yl)]methylcarbamate). Yield: 66.8%. RXN SMILES: O.ON1C2C=CC=CC=2N=N1.[F:12][C:13]([F:19])([F:18])[CH2:14][C:15](O)=[O:16].[C:20]([O:24][C:25](=[O:43])[N:26]([C@:28]([C:35]1[CH:40]=[CH:39][C:38]([Cl:41])=[C:37]([Cl:42])[CH:36]=1)([CH2:32][CH:33]=[CH2:34])[CH2:29][NH:30][CH3:31])[CH3:27])([CH3:23])([CH3:22])[CH3:21].O>O1CCCC1>[C:20]([O:24][C:25](=[O:43])[N:26]([C@:28]([C:35]1[CH:40]=[CH:39][C:38]([Cl:41])=[C:37]([Cl:42])[CH:36]=1)([CH2:32][CH:33]=[CH2:34])[CH2:29][N:30]([CH3:31])[C:15](=[O:16])[CH2:14][C:13]([F:19])([F:18])[F:12])[CH3:27])([CH3:21])([CH3:22])[CH3:23] |f:0.1|. Reported procedure: 1-Hydroxybenzotriazole monohydrate (11.5 g) was dissolved in anhydrous tetrahydrofuran (0.8 L). At room temperature, 3,3,3-trifluoropropionic acid (120.3 g) was added thereto. Under cooling with ice, 1-[3-(dimethylaminopropyl)-3-ethylcarbodiimide hydrochloride (180.0 g) was added to the mixture, and the resultant mixture was stirred for 10 minutes at the same temperature. A solution of tert-butyl[2-(S)-(3,4-dichlorophenyl)-1-methylamino(4-penten-2-yl)]methylcarbamate (318.8 g) in anhydrous tetra... The reactants are C(C1=CC=CC=C1)OC(=O)C=1N=C(OC1)C(CC(=O)OC)CC1=CC=C(C=C1)OC(=O)OC(C)(C)C (methyl (±)-3-[4-(benzyloxycarbonyl)-1,3-oxazol-2-yl]-4-[4-[(tert-butyloxycarbonyl)oxy]phenyl]butanoate). The reagents and catalysts are [Pd] (Pd/C). The solvent is CCO (EtOH). Product: C(=O)(O)C=1N=C(OC1)C(CC(=O)OC)CC1=CC=C(C=C1)OC(=O)OC(C)(C)C (Methyl (±)-3-[4-carboxy-1,3-oxazol-2-yl]-4-[4-[(tert-butyloxycarbonyl)oxy]phenyl]butanoate). Yield: 105.6%. RXN SMILES: C([O:8][C:9]([C:11]1[N:12]=[C:13]([CH:16]([CH2:22][C:23]2[CH:28]=[CH:27][C:26]([O:29][C:30]([O:32][C:33]([CH3:36])([CH3:35])[CH3:34])=[O:31])=[CH:25][CH:24]=2)[CH2:17][C:18]([O:20][CH3:21])=[O:19])[O:14][CH:15]=1)=[O:10])C1C=CC=CC=1>CCO.[Pd]>[C:9]([C:11]1[N:12]=[C:13]([CH:16]([CH2:22][C:23]2[CH:24]=[CH:25][C:26]([O:29][C:30]([O:32][C:33]([CH3:36])([CH3:35])[CH3:34])=[O:31])=[CH:27][CH:28]=2)[CH2:17][C:18]([O:20][CH3:21])=[O:19])[O:14][CH:15]=1)([OH:10])=[O:8]. Procedure details: A mixture of methyl (±)-3-[4-(benzyloxycarbonyl)-1,3-oxazol-2-yl]-4-[4-[(tert-butyloxycarbonyl)oxy]phenyl]butanoate (765 mg, 1.54 mmole) and 10% Pd/C (164 mg) in EtOH (20 mL) was deoxygenated (3×evacuation/N2 purge cycles) then was charged with H2 (50 psi). After 4 hr the H2 was removed and the mixture was filtered through a pad of celite®. The filtrate was concentrated to afford the title compound (659 mg, 100%) as a white solid: MS (ES) m/e 811 (2M+H)+.